Dataset: the Open Reaction Database (ORD), a public repository of structured organic reaction records. Task: describe an organic reaction: reactants, conditions, products, and yield The reactants are ClC1=C2C3=CC(CCC3(CC2=CC(=C1Cl)OCC(=O)O)CC)=O ([(5,6-dichloro-9a-ethyl-3-oxo-1,2,9,9a-tetrahydro-3H-fluoren-7-yl)oxy]acetic acid), CC1(OCC(O1)CO)C (2,2-dimethyl-4-hydroxymethyl-1,3-dioxolane), O.C1(=CC=C(C=C1)S(=O)(=O)O)C (p-toluenesulfonic acid hydrate). Conditions: time 8 hour. The product is CC1(OCC(O1)OC(C(OC1=C(C(=C2C3=CC(CCC3(CC2=C1)CC)=O)Cl)Cl)C)=O)C ((2,2-Dimethyl-1,3-dioxolan-4-yl)methyl[(5,6-dichloro-9a-ethyl-3-oxo-1,2,9,9a-tetrahydro-3H-fluoren-7-yl)oxy]acetate). As a reaction SMILES: [Cl:1][C:2]1[C:14]([Cl:15])=[C:13]([O:16][CH2:17][C:18]([OH:20])=[O:19])[CH:12]=[C:11]2[C:3]=1[C:4]1[C:9]([CH2:21][CH3:22])([CH2:10]2)[CH2:8][CH2:7][C:6](=[O:23])[CH:5]=1.[CH3:24][C:25]1([CH3:32])[O:29][CH:28](CO)[CH2:27][O:26]1.O.[C:34]1(C)C=CC(S(O)(=O)=O)=CC=1>>[CH3:24][C:25]1([CH3:32])[O:29][CH:28]([O:19][C:18](=[O:20])[CH:17]([CH3:34])[O:16][C:13]2[CH:12]=[C:11]3[C:3]([C:4]4[C:9]([CH2:21][CH3:22])([CH2:10]3)[CH2:8][CH2:7][C:6](=[O:23])[CH:5]=4)=[C:2]([Cl:1])[C:14]=2[Cl:15])[CH2:27][O:26]1 |f:2.3|. Procedure details: A mixture of 2 gm. of [(5,6-dichloro-9a-ethyl-3-oxo-1,2,9,9a-tetrahydro-3H-fluoren-7-yl)oxy]acetic acid, 3 ml. of 2,2-dimethyl-4-hydroxymethyl-1,3-dioxolane and 0.5 g. of p-toluenesulfonic acid hydrate are heated on the steam bath for 3 hours. The dark reaction mixture then is chromatographed on 300 g of silica, and eluted with acetic acid-acetone-toluene (5:5:90). Fractions containing a single component (Rf~0.4) are pooled and concentrated to a yellow oil. On standing overnight, a mixture of cr...